This data is from the Open Reaction Database (ORD), a public repository of structured organic reaction records. The task is: describe an organic reaction: reactants, conditions, products, and yield Solvent: C1(=CC=CC=C1)C (toluene). Run at temperature 100 celsius, time 24 hour. The reagents and catalysts are C=1C=CC(=CC1)/C=C/C(=O)/C=C/C2=CC=CC=C2.C=1C=CC(=CC1)/C=C/C(=O)/C=C/C2=CC=CC=C2.C=1C=CC(=CC1)/C=C/C(=O)/C=C/C2=CC=CC=C2.[Pd].[Pd] (tris(dibenzylideneacetone)dipalladium), C=1C=CC(=CC1)/C=C/C(=O)/C=C/C2=CC=CC=C2.C=1C=CC(=CC1)/C=C/C(=O)/C=C/C2=CC=CC=C2.C=1C=CC(=CC1)/C=C/C(=O)/C=C/C2=CC=CC=C2.[Pd].[Pd] (tris(dibenzylideneacetone)dipalladium). Yield: 47.6%. Reaction SMILES: [NH2:1][C@H:2]([CH3:22])[CH2:3][O:4][C:5]1[C:20](Br)=[CH:19][C:8]2[CH2:9][CH2:10][N:11]([C:14]([O:16][CH2:17][CH3:18])=[O:15])[CH2:12][CH2:13][C:7]=2[CH:6]=1.CC(C)([O-])C.[Na+].C1(P(C2C=CC=CC=2)C2C=CC3C(=CC=CC=3)C=2C2C3C(=CC=CC=3)C=CC=2P(C2C=CC=CC=2)C2C=CC=CC=2)C=CC=CC=1>C1(C)C=CC=CC=1.C1C=CC(/C=C/C(/C=C/C2C=CC=CC=2)=O)=CC=1.C1C=CC(/C=C/C(/C=C/C2C=CC=CC=2)=O)=CC=1.C1C=CC(/C=C/C(/C=C/C2C=CC=CC=2)=O)=CC=1.[Pd].[Pd]>[CH3:22][C@@H:2]1[CH2:3][O:4][C:5]2[C:20](=[CH:19][C:8]3[CH2:9][CH2:10][N:11]([C:14]([O:16][CH2:17][CH3:18])=[O:15])[CH2:12][CH2:13][C:7]=3[CH:6]=2)[NH:1]1 |f:1.2,5.6.7.8.9|. Yields the product C[C@H]1NC2=CC3=C(CCN(CC3)C(=O)OCC)C=C2OC1 (ethyl (3R)-3-methyl-3,4,6,7,9,10-hexahydro[1,4]oxazino[2,3-h][3]benzazepine-8(2H)-carboxylate). Procedure details: Under an argon atmosphere, to a solution of 1.64 g of ethyl 7-{[(2R)-2-aminopropyl]oxy}-8-bromo-1,2,4,5-tetrahydro-3H-3-benzazepine-3-carboxylate in 41 ml of toluene were added 509 mg of sodium t-butoxide, 275 mg of 2,2′-bis(diphenylphosphino)-1,1′-binaphthyl, and 202 mg of tris(dibenzylideneacetone)dipalladium (0) in this order, followed by heating at 100° C. for 24 hours. Further, 509 mg of sodium t-butoxide, 275 mg of 2,2′-bis(diphenylphosphino)-1,1′-binaphthyl, and 202 mg of tris(dibenzylide... Starting materials: CC(C)([O-])C.[Na+] (sodium t-butoxide), C1(=CC=CC=C1)P(C1=C(C2=CC=CC=C2C=C1)C1=C(C=CC2=CC=CC=C12)P(C1=CC=CC=C1)C1=CC=CC=C1)C1=CC=CC=C1 (2,2′-bis(diphenylphosphino)-1,1′-binaphthyl), N[C@@H](COC1=CC2=C(CCN(CC2)C(=O)OCC)C=C1Br)C (ethyl 7-{[(2R)-2-aminopropyl]oxy}-8-bromo-1,2,4,5-tetrahydro-3H-3-benzazepine-3-carboxylate), CC(C)([O-])C.[Na+] (sodium t-butoxide), C1(=CC=CC=C1)P(C1=C(C2=CC=CC=C2C=C1)C1=C(C=CC2=CC=CC=C12)P(C1=CC=CC=C1)C1=CC=CC=C1)C1=CC=CC=C1 (2,2′-bis(diphenylphosphino)-1,1′-binaphthyl). Starting materials: C(C)(C)(C)OC(NCC=1N(C(C2=CC=C(C=C2C1C1=CC=C(C=C1)F)OCC1=CC=CC=C1)=O)CC(C)C)=O (tert-butyl[6-benzyloxy-4-(4-fluorophenyl)-2-isobutyl-1-oxo-1,2-dihydro-3-isoquinolinyl]methylcarbamate). Reagents/catalysts: [C].[Pd] (palladium carbon). Solvent: C(C)O (ethanol), O1CCCC1 (tetrahydrofuran). Run at time 2 hour. The product is C(C)(C)(C)OC(NCC=1N(C(C2=CC=C(C=C2C1C1=CC=C(C=C1)F)O)=O)CC(C)C)=O (tert-butyl[4-(4-fluorophenyl)-6-hydroxy-2-isobutyl-1-oxo-1,2-dihydro-3-isoquinolinyl]methylcarbamate). Yield: 141.2%. As a reaction SMILES: [C:1]([O:5][C:6](=[O:39])[NH:7][CH2:8][C:9]1[N:10]([CH2:35][CH:36]([CH3:38])[CH3:37])[C:11](=[O:34])[C:12]2[C:17]([C:18]=1[C:19]1[CH:24]=[CH:23][C:22]([F:25])=[CH:21][CH:20]=1)=[CH:16][C:15]([O:26]CC1C=CC=CC=1)=[CH:14][CH:13]=2)([CH3:4])([CH3:3])[CH3:2]>C(O)C.O1CCCC1.[C].[Pd]>[C:1]([O:5][C:6](=[O:39])[NH:7][CH2:8][C:9]1[N:10]([CH2:35][CH:36]([CH3:37])[CH3:38])[C:11](=[O:34])[C:12]2[C:17]([C:18]=1[C:19]1[CH:20]=[CH:21][C:22]([F:25])=[CH:23][CH:24]=1)=[CH:16][C:15]([OH:26])=[CH:14][CH:13]=2)([CH3:4])([CH3:3])[CH3:2] |f:3.4|. Procedure: A suspension of tert-butyl[6-benzyloxy-4-(4-fluorophenyl)-2-isobutyl-1-oxo-1,2-dihydro-3-isoquinolinyl]methylcarbamate (2.65 g, 5 mmol) and 5% palladium carbon (0.8 g) in ethanol (20 mL) and tetrahydrofuran (20 mL) was stirred under a hydrogen atmosphere at room temperature for 2 h. The catalyst was filtered off and the filtrate was concentrated under reduced pressure. The obtained crystals were recrystallized from tetrahydrofuran-diisopropyl ether to give tert-butyl[4-(4-fluorophenyl)-6-hydroxy... Reactants: NCc1ccccc1Br, CCCCCCC, COC(=O)C(OC)OC. The product is COC(OC)C(=O)NCc1ccccc1Br. As a reaction SMILES: [Br:10][c:11]1[c:12]([CH2:13][NH2:14])[cH:15][cH:16][cH:17][cH:18]1.[CH3:19][CH2:20][CH2:21][CH2:22][CH2:23][CH2:24][CH3:25].[CH3:1][O:2][CH:3]([C:4](=[O:5])[O:6][CH3:7])[O:8][CH3:9]>>[CH3:1][O:2][CH:3]([C:4](=[O:5])[NH:14][CH2:13][c:12]1[c:11]([Br:10])[cH:18][cH:17][cH:16][cH:15]1)[O:8][CH3:9]. Starting materials: COC(=O)C1CSC(CC1=O)(C)C (6,6-Dimethyl-4-oxo-tetrahydro-thiopyran-3-carboxylic acid methyl ester), COC(=O)C1C(SCCC1=O)(C)C (2,2-Dimethyl-4-oxo-tetrahydro-thiopyran-3-carboxylic acid methyl ester). Solvent: OS(=O)(=O)O (H2SO4). Yields the product CC1(SCCC(C1)=O)C (2,2-Dimethyl-tetrahydro-thiopyran-4-one). The yield is 17.7%. Reaction SMILES: COC([CH:5]1[C:10](=[O:11])[CH2:9][C:8]([CH3:13])([CH3:12])[S:7][CH2:6]1)=O.COC(C1C(=O)CCSC1(C)C)=O>OS(O)(=O)=O>[CH3:12][C:8]1([CH3:13])[CH2:9][C:10](=[O:11])[CH2:5][CH2:6][S:7]1. Procedure details: The mixture of 6,6-Dimethyl-4-oxo-tetrahydro-thiopyran-3-carboxylic acid methyl ester and 2,2-Dimethyl-4-oxo-tetrahydro-thiopyran-3-carboxylic acid methyl ester (42 g) in 10% aq. H2SO4 solution (1000 mL) was heated at reflux for 70 h. Then the mixture was extracted with Et2O (3×300 mL), the combined organic layer was washed with sat. NaHCO3 (120 mL) and brine (120 mL), dried over Na2SO4 and evaporated under vacuum to give the title compound as a white solid (5.3 g, 17.7%, two steps). Reactants: Clc1cc(Cl)ncn1, [H-], [Na+], CC(C)(C)OC(=O)Cn1c(=O)[nH]c2ccccc21, CN(C)C=O. The product is CC(C)(C)OC(=O)Cn1c(=O)n(-c2cc(Cl)ncn2)c2ccccc21. Reaction SMILES: [Cl:21][c:22]1[n:23][cH:24][n:25][c:26]([Cl:28])[cH:27]1.[H-:19].[Na+:20].[O:1]=[c:2]1[nH:3][c:4]2[c:5]([n:6]1[CH2:7][C:8](=[O:9])[O:10][C:11]([CH3:12])([CH3:13])[CH3:14])[cH:15][cH:16][cH:17][cH:18]2.[O:29]=[CH:30][N:31]([CH3:32])[CH3:33]>>[O:1]=[c:2]1[n:3](-[c:26]2[n:25][cH:24][n:23][c:22]([Cl:21])[cH:27]2)[c:4]2[c:5]([n:6]1[CH2:7][C:8](=[O:9])[O:10][C:11]([CH3:12])([CH3:13])[CH3:14])[cH:15][cH:16][cH:17][cH:18]2. Run in C(C)O (ethanol). The reactants are O1C(CN2C(C=3C(C2=O)=CC=CC3)=O)C1 (N-(2,3-epoxy-propan-1-yl)phthalimide), C1(=CC=CC=C1)C1CCNCC1 (4-phenylpiperidine). As a reaction SMILES: [O:1]1[CH2:15][CH:2]1[CH2:3][N:4]1[C:8](=[O:9])[C:7]2=[CH:10][CH:11]=[CH:12][CH:13]=[C:6]2[C:5]1=[O:14].[C:16]1([CH:22]2[CH2:27][CH2:26][NH:25][CH2:24][CH2:23]2)[CH:21]=[CH:20][CH:19]=[CH:18][CH:17]=1>C(O)C>[OH:1][CH:2]([CH2:15][N:25]1[CH2:26][CH2:27][CH:22]([C:16]2[CH:21]=[CH:20][CH:19]=[CH:18][CH:17]=2)[CH2:23][CH2:24]1)[CH2:3][N:4]1[C:8](=[O:9])[C:7]2=[CH:10][CH:11]=[CH:12][CH:13]=[C:6]2[C:5]1=[O:14]. Reported procedure: A solution of 1.980 g (9.744 mM) of N-(2,3-epoxy-propan-1-yl)phthalimide and 1.73 g (10.7 mM) of 4-phenylpiperidine in 50 ml of ethanol was refluxed for one hour, at the end of which time the solvent was distilled off under reduced pressure. The residue was purified by silica gel column chromatography (hexane/ethyl acetate=3/1 to 1/1) and crystallized from diethyl ether-hexane to provide the title compound. Product: OC(CN1C(C=2C(C1=O)=CC=CC2)=O)CN2CCC(CC2)C2=CC=CC=C2 (N-[2-hydroxy-3-(4-phenylpiperidino)propan-1-yl]phthalimide). The reactants are CCCCCCCCCCCCC1CCC(O)CC1, [K+], O=S(=O)([O-])O, Cc1ccccc1C. Yields the product CCCCCCCCCCCCC1CC=CCC1. RXN SMILES: [CH2:1]([CH2:2][CH2:3][CH2:4][CH2:5][CH2:6][CH2:7][CH2:8][CH2:9][CH2:10][CH2:11][CH3:12])[CH:13]1[CH2:14][CH2:15][CH:16]([OH:19])[CH2:17][CH2:18]1.[K+:25].[S:20]([O-:21])([OH:22])(=[O:23])=[O:24].[c:26]1([CH3:27])[c:28]([CH3:29])[cH:30][cH:31][cH:32][cH:33]1>>[CH2:1]([CH2:2][CH2:3][CH2:4][CH2:5][CH2:6][CH2:7][CH2:8][CH2:9][CH2:10][CH2:11][CH3:12])[CH:13]1[CH2:14][CH:15]=[CH:16][CH2:17][CH2:18]1. The reactants are NC1=C(C=C(C=C1C(F)(F)F)C[C@H](C(=O)N1[C@@H](CN(CC1)C1CCN(CC1)C)C(=O)OCC)OC(=O)N1CCC(CC1)N1C(NC2=C(CC1)C=CC=C2)=O)Cl (ethyl(S)-1-{(R)-3-(4-amino-3-chloro-5-trifluoromethyl-phenyl)-2-[4-(2-oxo-1,2,4,5-tetrahydro-1,3-benzodiazepin-3-yl)-piperidine-1-carbonyloxy]-propionyl}-4-(1-methyl-piperidin-4-yl)-piperazine-2-carboxylate), [Li+].[OH-] (LiOH). The product is NC1=C(C=C(C=C1C(F)(F)F)C[C@H](C(=O)N1[C@@H](CN(CC1)C1CCN(CC1)C)C(=O)O)OC(=O)N1CCC(CC1)N1C(NC2=C(CC1)C=CC=C2)=O)Cl ((S)-1-{(R)-3-(4-amino-3-chloro-5-trifluoromethyl-phenyl)-2-[4-(2-oxo-1,2,4,5-tetrahydro-1,3-benzodiazepin-3-yl)-piperidine-1-carbonyloxy]-propionyl}-4-(1-methyl-piperidin-4-yl)-piperazine-2-carboxylic acid). As a reaction SMILES: [NH2:1][C:2]1[C:7]([C:8]([F:11])([F:10])[F:9])=[CH:6][C:5]([CH2:12][C@@H:13]([O:34][C:35]([N:37]2[CH2:42][CH2:41][CH:40]([N:43]3[CH2:49][CH2:48][C:47]4[CH:50]=[CH:51][CH:52]=[CH:53][C:46]=4[NH:45][C:44]3=[O:54])[CH2:39][CH2:38]2)=[O:36])[C:14]([N:16]2[CH2:21][CH2:20][N:19]([CH:22]3[CH2:27][CH2:26][N:25]([CH3:28])[CH2:24][CH2:23]3)[CH2:18][C@H:17]2[C:29]([O:31]CC)=[O:30])=[O:15])=[CH:4][C:3]=1[Cl:55].[Li+].[OH-]>>[NH2:1][C:2]1[C:7]([C:8]([F:9])([F:11])[F:10])=[CH:6][C:5]([CH2:12][C@@H:13]([O:34][C:35]([N:37]2[CH2:38][CH2:39][CH:40]([N:43]3[CH2:49][CH2:48][C:47]4[CH:50]=[CH:51][CH:52]=[CH:53][C:46]=4[NH:45][C:44]3=[O:54])[CH2:41][CH2:42]2)=[O:36])[C:14]([N:16]2[CH2:21][CH2:20][N:19]([CH:22]3[CH2:23][CH2:24][N:25]([CH3:28])[CH2:26][CH2:27]3)[CH2:18][C@H:17]2[C:29]([OH:31])=[O:30])=[O:15])=[CH:4][C:3]=1[Cl:55] |f:1.2|. Reported procedure: Prepared analogously to Example 22.1 from 80.0 mg (0.10 mmol) ethyl(S)-1-{(R)-3-(4-amino-3-chloro-5-trifluoromethyl-phenyl)-2-[4-(2-oxo-1,2,4,5-tetrahydro-1,3-benzodiazepin-3-yl)-piperidine-1-carbonyloxy]-propionyl}-4-(1-methyl-piperidin-4-yl)-piperazine-2-carboxylate and 0.46 mL (0.23 mmol) 0.5 M LiOH solution. Reactants: C(CCC)C=1N(C(NN1)=S)CC1=CC=C(C=C1)[N+](=O)[O-] (5-n-butyl-2,4-dihydro-4-(4-nitrobenzyl)-3H-1,2,4-triazole-3-thione), ClCC(=O)OC (methyl chloroacetate). Solvent: COCCO (2-methoxyethanol). Run at time 2 hour. Product: C(CCC)C1=NN=C(N1CC1=CC=C(C=C1)[N+](=O)[O-])SCC(=O)OC (3-n-Butyl-5-(carbomethoxymethylthio)-4-(4-nitrobenzyl)-4H-1,2,4-triazole). Yield: 100.3%. As a reaction SMILES: [CH2:1]([C:5]1[N:6]([CH2:11][C:12]2[CH:17]=[CH:16][C:15]([N+:18]([O-:20])=[O:19])=[CH:14][CH:13]=2)[C:7](=[S:10])[NH:8][N:9]=1)[CH2:2][CH2:3][CH3:4].Cl[CH2:22][C:23]([O:25][CH3:26])=[O:24]>COCCO>[CH2:1]([C:5]1[N:6]([CH2:11][C:12]2[CH:17]=[CH:16][C:15]([N+:18]([O-:20])=[O:19])=[CH:14][CH:13]=2)[C:7]([S:10][CH2:22][C:23]([O:25][CH3:26])=[O:24])=[N:8][N:9]=1)[CH2:2][CH2:3][CH3:4]. Reported procedure: A stirred solution of 2.00 g (6.84 mmole) of 5-n-butyl-2,4-dihydro-4-(4-nitrobenzyl)-3H-1,2,4-triazole-3-thione in 10 ml of 2-methoxyethanol was treated with 2.38 ml (1.77 g, 13.7 mmole) of N,N-disopropylethylamine followed by 1.20 ml (1.48 g, 13.7 mmole) of methyl chloroacetate. The solution was stirred at room temperature under N2 for 2 hours and then concentrated in vacuo at 45° C. The residual oil was partioned between 70 ml of ethyl acetate and 70 ml of H2O. The organic phase was washed wit...